Dataset: the Open Reaction Database (ORD), a public repository of structured organic reaction records. Task: describe an organic reaction: reactants, conditions, products, and yield Reactants: [N+](=O)([O-])C1=C(C=C(C=C1)N1C(CCC1=O)=O)C(F)(F)F (1-(4-nitro-3-(trifluoromethyl)phenyl)pyrrolidine-2,5-dione). Solvent: C1CCOC1 (THF), C1CCOC1 (THF). The product is [N+](=O)([O-])C1=C(C=C(C=C1)N1CCCC1)C(F)(F)F (1-(4-nitro-3-(trifluoromethyl)phenyl)pyrrolidine). Isolated yield 99.5%. RXN SMILES: [N+:1]([C:4]1[CH:9]=[CH:8][C:7]([N:10]2[C:14](=O)[CH2:13][CH2:12][C:11]2=O)=[CH:6][C:5]=1[C:17]([F:20])([F:19])[F:18])([O-:3])=[O:2]>C1COCC1>[N+:1]([C:4]1[CH:9]=[CH:8][C:7]([N:10]2[CH2:11][CH2:12][CH2:13][CH2:14]2)=[CH:6][C:5]=1[C:17]([F:20])([F:18])[F:19])([O-:3])=[O:2]. Reported procedure: To a solution of 1-(4-nitro-3-(trifluoromethyl)phenyl)pyrrolidine-2,5-dione (400 mg, 1.39 mmol) in THF (10 mL) was added BH3 (1.39 mL of 1 M in THF, 1.39 mmol) dropwise. The reaction mixture was then refluxed under N2 atmosphere for 16 h. The reaction was cooled, quenched with methanol, and concentrated in vacuo to provide 1-(4-nitro-3-(trifluoromethyl)phenyl)pyrrolidine as a yellow solid (360 mg, quantitative yield). M+H m/z 261.1. The reactants are C(C)(C)(C)OC(=O)NC1(CCCC1)CC(=O)OCC1=CC=CC=C1 (benzyl 2-(1-(tert-butoxycarbonylamino)cyclopentyl)acetate), Cl (HCl), O1CCOCC1 (1,4-dioxane). Run at time 1 hour. Product: Cl.NC1(CCCC1)CC(=O)O (2-(1-aminocyclopentyl)acetate hydrochloride). RXN SMILES: C(OC([NH:8][C:9]1([CH2:14][C:15]([O:17]CC2C=CC=CC=2)=[O:16])[CH2:13][CH2:12][CH2:11][CH2:10]1)=O)(C)(C)C.[ClH:25].O1CCOCC1>>[ClH:25].[NH2:8][C:9]1([CH2:14][C:15]([OH:17])=[O:16])[CH2:13][CH2:12][CH2:11][CH2:10]1 |f:3.4|. Reported procedure: A mixture of benzyl 2-(1-(tert-butoxycarbonylamino)cyclopentyl)acetate (82 mg, 0.246 mmol) and HCl in 1,4-dioxane (1230 μl, 4.92 mmol) was allowed to stir for 1 hour. The reaction mixture was concentrated to give 2-(1-aminocyclopentyl)acetate hydrochloride (66 mg); 1H NMR (400 MHz, CDCl3) δ ppm 1.65-1.68 (m, 4H) 1.98-2.08 (m, 2H) 2.19-2.26 (m, 2H) 2.94 (s, 2H) 5.17 (s, 2H) 7.31-7.39 (m, 5H) 8.65 (br s, 3H). Starting materials: C(C1=CC=CC=C1)OC(CS(NC1=CC=C(C=C1)N1CCC(CC1)=O)(=O)=O)=O ([4-(4-Oxo-piperidine-1-yl)-phenylsulfamoyl]-acetic acid benzyl ester), NC[C@H](O)C=1C=CC(=C(C1)NS(=O)(=O)C)O (N-[5-((1R)-2-amino-1-hydroxy-ethyl)-2-hydroxy-phenyl]-methanesulfonamide). Product: O[C@@H](CNC1CCN(CC1)C1=CC=C(NS(=O)(=O)CC(=O)O)C=C1)C1=CC(=C(C=C1)O)NS(=O)(=O)C ([(4-{4-[((2R)-2-Hydroxy-2-{4-hydroxy-3-[(methylsulfonyl)amino]phenyl}ethyl)amino]-1-piperidineyl}anilino)sulfonyl]acetic acid). RXN SMILES: C([O:8][C:9](=[O:28])[CH2:10][S:11](=[O:27])(=[O:26])[NH:12][C:13]1[CH:18]=[CH:17][C:16]([N:19]2[CH2:24][CH2:23][C:22](=O)[CH2:21][CH2:20]2)=[CH:15][CH:14]=1)C1C=CC=CC=1.[NH2:29][CH2:30][C@@H:31]([C:33]1[CH:34]=[CH:35][C:36]([OH:44])=[C:37]([NH:39][S:40]([CH3:43])(=[O:42])=[O:41])[CH:38]=1)[OH:32]>>[OH:32][C@H:31]([C:33]1[CH:34]=[CH:35][C:36]([OH:44])=[C:37]([NH:39][S:40]([CH3:43])(=[O:42])=[O:41])[CH:38]=1)[CH2:30][NH:29][CH:22]1[CH2:21][CH2:20][N:19]([C:16]2[CH:15]=[CH:14][C:13]([NH:12][S:11]([CH2:10][C:9]([OH:8])=[O:28])(=[O:26])=[O:27])=[CH:18][CH:17]=2)[CH2:24][CH2:23]1. Procedure: The title compound was prepared from [4-(4-oxo-piperidine-1-yl)-phenylsulfamoyl]-acetic acid benzyl ester (which was obtained in Example 236) and N-[5-((1R)-2-amino-1-hydroxy-ethyl)-2-hydroxy-phenyl]-methanesulfonamide (which was obtained in Example 10) according to the procedure of Example 255 as an off-white solid; 1H NMR (300 MHz, DMSO-d6) δ 1.40-1.60 (m, 2H), 1.90-2.05 (m, 2H), 2.50-2.90 (m, 5H), 2.94 (s, 3H), 3.50-3.65 (m, 2H), 4.65-4.75 (m, 1H), 6.80-6.90 (m, 3H), 7.00-7.10 (m, 3H), 7.23 (... RXN SMILES: [CH2:23]([c:24]1[cH:25][cH:26][cH:27][cH:28][cH:29]1)[N:30]=[C:31]=[O:32].[ClH:1].[ClH:2].[NH2:3][CH2:4][c:5]1[n:6][o:7][c:8](-[c:10]2[cH:11][cH:12][c:13]([CH2:15][N:16]3[CH2:17][CH2:18][CH2:19][CH2:20][CH2:21][CH2:22]3)[s:14]2)[n:9]1.[O:33]=[CH:34][N:35]([CH3:36])[CH3:37]>>[NH:3]([CH2:4][c:5]1[n:6][o:7][c:8](-[c:10]2[cH:11][cH:12][c:13]([CH2:15][N:16]3[CH2:17][CH2:18][CH2:19][CH2:20][CH2:21][CH2:22]3)[s:14]2)[n:9]1)[C:31]([NH:30][CH2:23][c:24]1[cH:25][cH:26][cH:27][cH:28][cH:29]1)=[O:32]. Starting materials: O=C=NCc1ccccc1, Cl, Cl, NCc1noc(-c2ccc(CN3CCCCCC3)s2)n1, CN(C)C=O. Product: O=C(NCc1ccccc1)NCc1noc(-c2ccc(CN3CCCCCC3)s2)n1. Reactants: CCO, O=C(O)CCCC=C1CCC2CCC1C2, [H][H], O=[Pt]. The product is O=C(O)CCCCC1CCC2CCC1C2. As a reaction SMILES: [CH3:18][CH2:19][OH:20].[CH:1]12[C:2](=[CH:9][CH2:10][CH2:11][CH2:12][C:13](=[O:14])[OH:15])[CH2:3][CH2:4][CH:5]([CH2:6][CH2:7]1)[CH2:8]2.[H:16][H:17].[Pt:21]=[O:22]>>[CH:1]12[CH:2]([CH2:9][CH2:10][CH2:11][CH2:12][C:13](=[O:14])[OH:15])[CH2:3][CH2:4][CH:5]([CH2:6][CH2:7]1)[CH2:8]2. The reactants are S(=O)(=O)(C1=CC=C(C=C1)O)C1=CC=C(C=C1)O (4,4'-sulfonyldiphenol), C1(=CC=CC=C1)P(=O)(C1=CC=CC=C1)Cl (diphenylphosphinyl chloride). Reagents/catalysts: CN(C1=CC=NC=C1)C (4-dimethylaminopyridine). The solvent is N1=CC=CC=C1 (pyridine). Conditions: time 16 hour. Yields the product C1(=CC=CC=C1)P(=O)(OC1=CC=C(C=C1)S(=O)(=O)C1=CC=C(C=C1)OP(=O)(C1=CC=CC=C1)C1=CC=CC=C1)C1=CC=CC=C1 (Bis[4-(diphenylphosphinyloxy)phenyl] Sulfone). Isolated yield 93.6%. RXN SMILES: [S:1]([C:11]1[CH:16]=[CH:15][C:14]([OH:17])=[CH:13][CH:12]=1)([C:4]1[CH:9]=[CH:8][C:7]([OH:10])=[CH:6][CH:5]=1)(=[O:3])=[O:2].[C:18]1([P:24](Cl)([C:26]2[CH:31]=[CH:30][CH:29]=[CH:28][CH:27]=2)=[O:25])[CH:23]=[CH:22][CH:21]=[CH:20][CH:19]=1>CN(C)C1C=CN=CC=1.N1C=CC=CC=1>[C:18]1([P:24]([C:26]2[CH:31]=[CH:30][CH:29]=[CH:28][CH:27]=2)([O:10][C:7]2[CH:8]=[CH:9][C:4]([S:1]([C:11]3[CH:16]=[CH:15][C:14]([O:17][P:24]([C:26]4[CH:27]=[CH:28][CH:29]=[CH:30][CH:31]=4)([C:18]4[CH:23]=[CH:22][CH:21]=[CH:20][CH:19]=4)=[O:25])=[CH:13][CH:12]=3)(=[O:3])=[O:2])=[CH:5][CH:6]=2)=[O:25])[CH:23]=[CH:22][CH:21]=[CH:20][CH:19]=1. Procedure details: An oven-dried 100 mL 3-necked flask equipped with a magnetic stirring bar, a reflux condenser carrying a CaCl2 -Drierite drying tube, and a heating mantle, was charged with 4,4'-sulfonyldiphenol (3.9 g, 15.6 mmol), 4-dimethylaminopyridine (0.39 g, 3.2 mmol), and anhydrous pyridine (35 mL), and the stirred solution was treated slowly with diphenylphosphinyl chloride (6.5 mL, 34.1 mmol) via syringe. The resulting mixture was heated at reflux for 7 hours, then was allowed to stand at room temperatu... The reactants are FC(C1=CC(=CC=C1)C(F)(F)F)(F)F (1,3-bis(trifluoromethyl)-benzene), CN(C=O)C (N,N-dimethylformamide), CC1(NC(CCC1)(C)C)C (2,2,6,6-tetramethyl- piperidine), solution, C(CCC)[Li] (n-butyllithium), ice. The solvent is CCCCCC (hexane), O1CCCC1 (tetrahydrofuran), CCCCCC (hexane). Conditions: time 5 minute. Product: FC(C1=C(C=O)C=CC(=C1)C(F)(F)F)(F)F (2,4-bis(trifluoromethyl)benzaldehyde). The yield is 70.2%. As a reaction SMILES: CC1(C)CCCC(C)(C)N1.C([Li])CCC.[F:16][C:17]([F:29])([F:28])[C:18]1[CH:23]=[CH:22][CH:21]=[C:20]([C:24]([F:27])([F:26])[F:25])[CH:19]=1.CN(C)[CH:32]=[O:33]>O1CCCC1.CCCCCC>[F:16][C:17]([F:28])([F:29])[C:18]1[CH:19]=[C:20]([C:24]([F:25])([F:26])[F:27])[CH:21]=[CH:22][C:23]=1[CH:32]=[O:33]. Procedure details: A solution of 68 ml (0.4 mol) of 2,2,6,6-tetramethyl- piperidine in 1 l of tetrahydrofuran is cooled under argon to -10° and at this temperature there are added dropwise thereto while stirring 250 ml of a 1.6M solution of n-butyllithium in hexane. Subsequently, 62 ml (0.4 mol) of 1,3-bis(trifluoromethyl)-benzene are added dropwise thereto at -10° within 5 minutes. The resulting wine-red solution is stirred at -10° for a further 5 minutes and then 62 ml (0.8 mol) of N,N-dimethylformamide are allo... The reactants are BrC1(NC=CC=C1)O (2-Bromo-2-pyridinol), C([O-])([O-])=O.[K+].[K+] (potassium carbonate), IC (iodomethane). Solvent: CC(=O)C (acetone). Reaction conditions: temperature 70 celsius. The product is BrC1=NC=CC=C1OC (2-Bromo-3-methoxypyridine). Yield: 76.7%. RXN SMILES: [Br:1][C:2]1(O)[CH:7]=[CH:6][CH:5]=[CH:4][NH:3]1.[C:9](=O)([O-])[O-:10].[K+].[K+].IC>CC(C)=O>[Br:1][C:2]1[C:7]([O:10][CH3:9])=[CH:6][CH:5]=[CH:4][N:3]=1 |f:1.2.3|. Procedure: 2-Bromo-2-pyridinol (15 g, 86 mmol) in acetone (500 ml) was treated with potassium carbonate (23.8 g, 172 mmol) and iodomethane (8.1 ml, 130 mmol) and the suspension was refluxed at 70° C. for 16 hours. Once cooled, the mixture was filtered and the filtrate concentrated in vacuo. The residue was then purified by silica wet flash chromatography to give the product as yellow crystals (12.4 g, 66 mmol, 77% yield). Reaction SMILES: C(=[N:4][N:5]=[C:6]1[NH:10][C:9](=[O:11])[CH2:8][N:7]1[CH2:12][C:13]([O:15]C)=O)(C)C.[OH-].[Na+].Cl>CO>[N:7]12[CH2:8][C:9](=[O:11])[NH:10][C:6]1=[N:5][NH:4][C:13](=[O:15])[CH2:12]2 |f:1.2|. Reaction conditions: time 16 hour. Procedure: To 226 mg of 2-isopropylidenehydrazono-1-methoxycarbonylmethylimidazolidin-4-one were added 10 ml of methanol and 1 ml of a 2N sodium hydroxide solution, and the mixture was stirred for 16 hours at room temperature. The reaction mixture obtained was neutralized with the addition of 1N hydrochloric acid, concentrated under reduced pressure, and the residue formed was recrystallized from methanol to obtain 75 mg of 1,4,5,7-tetraazabicyclo[4,3,0]nonan-5-ene-3,8-dione. Isolated yield 48.7%. Run in CO (methanol). Reactants: C(C)(C)=NN=C1N(CC(N1)=O)CC(=O)OC (2-isopropylidenehydrazono-1-methoxycarbonylmethylimidazolidin-4-one), [OH-].[Na+] (sodium hydroxide), Cl (hydrochloric acid). Yields the product N12CC(NN=C2NC(C1)=O)=O (1,4,5,7-tetraazabicyclo[4,3,0]nonan-5-ene-3,8-dione). Starting materials: O=C(Cl)C=Cc1ccccc1, CC(C)CNC(=N)N, [Na+], [Na+], [Na+], O=S(=O)([O-])[O-], O=S(=O)([O-])[O-], C1CCOC1, [OH-]. Product: CC(C)CNC(=N)NC(=O)C=Cc1ccccc1, Cl. As a reaction SMILES: [C:23]([CH:24]=[CH:25][c:26]1[cH:27][cH:28][cH:29][cH:30][cH:31]1)(=[O:32])[Cl:33].[CH2:3]([CH:4]([CH3:5])[CH3:6])[NH:7][C:8](=[NH:9])[NH2:10].[Na+:16].[Na+:17].[Na+:2].[O-:11][S:12](=[O:13])(=[O:14])[O-:15].[O-:18][S:19](=[O:20])(=[O:21])[O-:22].[O:34]1[CH2:35][CH2:36][CH2:37][CH2:38]1.[OH-:1]>>[CH2:3]([CH:4]([CH3:5])[CH3:6])[NH:7][C:8]([NH:9][C:23]([CH:24]=[CH:25][c:26]1[cH:27][cH:28][cH:29][cH:30][cH:31]1)=[O:32])=[NH:10].[ClH:33].